From a dataset of the Open Reaction Database (ORD), a public repository of structured organic reaction records. describe an organic reaction: reactants, conditions, products, and yield The reactants are BrCc1ccccc1, O=C([O-])[O-], CCc1cc(OCC=C(Cl)Cl)cc(CC)c1OCCCCOCC=NO, CN(C)C=O, [K+], [K+], O. Yields the product CCc1cc(OCC=C(Cl)Cl)cc(CC)c1OCCCCOCC=NOCc1ccccc1. RXN SMILES: [Br:33][CH2:34][c:35]1[cH:36][cH:37][cH:38][cH:39][cH:40]1.[C:27](=[O:28])([O-:29])[O-:30].[CH2:1]([CH3:2])[c:3]1[c:4]([O:5][CH2:6][CH2:7][CH2:8][CH2:9][O:10][CH2:11][CH:12]=[N:13][OH:14])[c:15]([CH2:25][CH3:26])[cH:16][c:17]([O:19][CH2:20][CH:21]=[C:22]([Cl:23])[Cl:24])[cH:18]1.[CH3:41][N:42]([CH3:43])[CH:44]=[O:45].[K+:31].[K+:32].[OH2:46]>>[CH2:1]([CH3:2])[c:3]1[c:4]([O:5][CH2:6][CH2:7][CH2:8][CH2:9][O:10][CH2:11][CH:12]=[N:13][O:14][CH2:34][c:35]2[cH:36][cH:37][cH:38][cH:39][cH:40]2)[c:15]([CH2:25][CH3:26])[cH:16][c:17]([O:19][CH2:20][CH:21]=[C:22]([Cl:23])[Cl:24])[cH:18]1. Starting materials: COCCCOC1=C(C=CC=C1)[N+](=O)[O-] (1-(3-methoxypropoxy)-2-nitrobenzene), C(=O)[O-].[NH4+] (ammonium formate). The reagents and catalysts are [Pd] (Pd/C). The solvent is CO (methanol). Yields the product COCCCOC1=C(C=CC=C1)N (2-(3-Methoxypropoxy)phenylamine), SiO2. Reaction SMILES: [CH3:1][O:2][CH2:3][CH2:4][CH2:5][O:6][C:7]1[CH:12]=[CH:11][CH:10]=[CH:9][C:8]=1[N+:13]([O-])=O.C([O-])=O.[NH4+]>CO.[Pd]>[CH3:1][O:2][CH2:3][CH2:4][CH2:5][O:6][C:7]1[CH:12]=[CH:11][CH:10]=[CH:9][C:8]=1[NH2:13] |f:1.2|. Reported procedure: A suspension of 2.55 g of 1-(3-methoxypropoxy)-2-nitrobenzene, 3.72 g of ammonium formate in 25 ml of methanol is hydrogenated at reflux in the presence of 0.26 g of 10% Pd/C over 1.5 hours. The reaction mixture is cooled and clarified by filtration, and the filtrate is concentrated by evaporation. The residue is dissolved in diethyl ether, washed with water (2×) and brine, dried over sodium sulphate and concentrated by evaporation. The title compound is obtained as a red oil from the residue by... Starting materials: CC(=O)[O-], [Na+], O, O=C1CSC(=O)N1, O=Cc1ccc(SCCc2ccccc2)cc1. Yields the product O=C1NC(=O)C(=Cc2ccc(SCCc3ccccc3)cc2)S1. Reaction SMILES: [CH3:26][C:27](=[O:28])[O-:29].[Na+:25].[OH2:30].[S:18]1[C:19](=[O:24])[NH:20][C:21](=[O:23])[CH2:22]1.[c:1]1([CH2:7][CH2:8][S:9][c:10]2[cH:11][cH:12][c:13]([CH:14]=[O:15])[cH:16][cH:17]2)[cH:2][cH:3][cH:4][cH:5][cH:6]1>>[c:1]1([CH2:7][CH2:8][S:9][c:10]2[cH:11][cH:12][c:13]([CH:14]=[C:22]3[S:18][C:19](=[O:24])[NH:20][C:21]3=[O:23])[cH:16][cH:17]2)[cH:2][cH:3][cH:4][cH:5][cH:6]1. Starting materials: O=C(c1ncc[nH]1)c1ncc[nH]1, Cc1cc(CC(N)c2nnnn2CC(C)(C)C)cc2cn[nH]c12, CN(C)C=O, O=C1Nc2ccccc2CN1C1CCNCC1. The product is Cc1cc(CC(NC(=O)N2CCC(N3Cc4ccccc4NC3=O)CC2)c2nnnn2CC(C)(C)C)cc2cn[nH]c12. Reaction SMILES: [C:24](=[O:25])([c:26]1[nH:27][cH:28][cH:29][n:30]1)[c:31]1[nH:32][cH:33][cH:34][n:35]1.[CH3:1][c:2]1[cH:3][c:4]([CH2:11][CH:12]([NH2:13])[c:14]2[n:15][n:16][n:17][n:18]2[CH2:19][C:20]([CH3:21])([CH3:22])[CH3:23])[cH:5][c:6]2[cH:7][n:8][nH:9][c:10]12.[CH3:53][N:54]([CH3:55])[CH:56]=[O:57].[NH:36]1[CH2:37][CH2:38][CH:39]([N:42]2[C:43](=[O:52])[NH:44][c:45]3[cH:46][cH:47][cH:48][cH:49][c:50]3[CH2:51]2)[CH2:40][CH2:41]1>>[CH3:1][c:2]1[cH:3][c:4]([CH2:11][CH:12]([NH:13][C:24](=[O:25])[N:36]2[CH2:37][CH2:38][CH:39]([N:42]3[C:43](=[O:52])[NH:44][c:45]4[cH:46][cH:47][cH:48][cH:49][c:50]4[CH2:51]3)[CH2:40][CH2:41]2)[c:14]2[n:15][n:16][n:17][n:18]2[CH2:19][C:20]([CH3:21])([CH3:22])[CH3:23])[cH:5][c:6]2[cH:7][n:8][nH:9][c:10]12.